Dataset: the Open Reaction Database (ORD), a public repository of structured organic reaction records. Task: describe an organic reaction: reactants, conditions, products, and yield Reactants: [H-].[Al+3].[Li+].[H-].[H-].[H-] (Lithium aluminum hydride), [OH-].[Na+] (sodium hydroxide), O (water), [N+](=O)([O-])C=CC1=CC=C(C=C1)OCC1=CC=CC=C1 (1-(2-Nitroethenyl)-4-(phenylmethoxy)benzene), O (Water). The solvent is C(C)OCC (diethyl ether). The product is C1(=CC=CC=C1)COC1=CC=C(C=C1)CCN (2-(4-(phenylmethoxy)phenyl)ethylamine). Yield: 90.0%. RXN SMILES: [H-].[Al+3].[Li+].[H-].[H-].[H-].[N+:7]([CH:10]=[CH:11][C:12]1[CH:17]=[CH:16][C:15]([O:18][CH2:19][C:20]2[CH:25]=[CH:24][CH:23]=[CH:22][CH:21]=2)=[CH:14][CH:13]=1)([O-])=O.O.[OH-].[Na+]>C(OCC)C>[C:20]1([CH2:19][O:18][C:15]2[CH:14]=[CH:13][C:12]([CH2:11][CH2:10][NH2:7])=[CH:17][CH:16]=2)[CH:21]=[CH:22][CH:23]=[CH:24][CH:25]=1 |f:0.1.2.3.4.5,8.9|. Procedure: 2-(4-(Phenylmethoxy)phenyl)ethylamlne. Lithium aluminum hydride (8.48 g, 223 mmol) was suspended in dry diethyl ether (600 mL). 1-(2-Nitroethenyl)-4-(phenylmethoxy)benzene (13.9 g, 55 mmol) was extracted into this mixture using a Soxhlet apparatus. The mixture was boiled under reflux for 16 h. Water (7.38 mL) was added, followed by aqueous sodium hydroxide (20%; 5.53 mL) and water (27.8 mL). The suspension was filtered. The solvent was evaporated from the filtrate under reduced pressure to give ... Reported procedure: Ethyl 2-(4-(4-((4-chlorophenethyl)carbamoyl)phenoxy)-3-cyclopropylphenyl)acetate (70 mg, 0.146 mmol) was diluted with dioxane (1 mL) followed by the addition of NaOH (0.293 ml, 1.46 mmol) and water (300 μL). After stirring for 3 hours, the reaction was diluted with ethyl acetate and 2N HCl. The layers were separated and the organic layer was dried over MgSO4, filtered and concentrated to yield 2-(4-(4-((4-chlorophenethyl) carbamoyl)phenoxy)-3-cyclopropylphenyl)acetic acid (50 mg, 75.9% yield) as... Product: ClC1=CC=C(CCNC(=O)C2=CC=C(OC3=C(C=C(C=C3)CC(=O)O)C3CC3)C=C2)C=C1 (2-(4-(4-((4-chlorophenethyl) carbamoyl)phenoxy)-3-cyclopropylphenyl)acetic acid). Run in C(C)(=O)OCC (ethyl acetate), Cl (HCl), O1CCOCC1 (dioxane). RXN SMILES: [Cl:1][C:2]1[CH:34]=[CH:33][C:5]([CH2:6][CH2:7][NH:8][C:9]([C:11]2[CH:32]=[CH:31][C:14]([O:15][C:16]3[CH:21]=[CH:20][C:19]([CH2:22][C:23]([O:25]CC)=[O:24])=[CH:18][C:17]=3[CH:28]3[CH2:30][CH2:29]3)=[CH:13][CH:12]=2)=[O:10])=[CH:4][CH:3]=1.[OH-].[Na+].O>O1CCOCC1.C(OCC)(=O)C.Cl>[Cl:1][C:2]1[CH:3]=[CH:4][C:5]([CH2:6][CH2:7][NH:8][C:9]([C:11]2[CH:12]=[CH:13][C:14]([O:15][C:16]3[CH:21]=[CH:20][C:19]([CH2:22][C:23]([OH:25])=[O:24])=[CH:18][C:17]=3[CH:28]3[CH2:29][CH2:30]3)=[CH:31][CH:32]=2)=[O:10])=[CH:33][CH:34]=1 |f:1.2|. Conditions: time 3 hour. Reactants: [OH-].[Na+] (NaOH), O (water), ClC1=CC=C(CCNC(=O)C2=CC=C(OC3=C(C=C(C=C3)CC(=O)OCC)C3CC3)C=C2)C=C1 (Ethyl 2-(4-(4-((4-chlorophenethyl)carbamoyl)phenoxy)-3-cyclopropylphenyl)acetate). The yield is 76.1%.